The task is: describe an organic reaction: reactants, conditions, products, and yield. This data is from the Open Reaction Database (ORD), a public repository of structured organic reaction records. Starting materials: C(C)(C)NC1=CC2=C(CCO2)C=C1 (N-isopropyl-2,3-dihydro-6-benzofuranamine), [N-]=C=O.[Na+] (sodium isocyanate). Solvent: C(C)(=O)O (acetic acid). Reaction conditions: time 18 hour. Yields the product C(C)(C)N(C(=O)N)C1=CC2=C(CCO2)C=C1 (1-isopropyl-1-(2,3-dihydro-6-benzofuranyl)urea). Reaction SMILES: [CH:1]([NH:4][C:5]1[CH:13]=[CH:12][C:8]2[CH2:9][CH2:10][O:11][C:7]=2[CH:6]=1)([CH3:3])[CH3:2].[N-:14]=[C:15]=[O:16].[Na+]>C(O)(=O)C>[CH:1]([N:4]([C:5]1[CH:13]=[CH:12][C:8]2[CH2:9][CH2:10][O:11][C:7]=2[CH:6]=1)[C:15]([NH2:14])=[O:16])([CH3:3])[CH3:2] |f:1.2|. Procedure details: To a solution of 12.2 g. of N-isopropyl-2,3-dihydro-6-benzofuranamine in 250 ml. of glacial acetic acid, cooled to 15°±5°C. is added 24.0 g. of sodium isocyanate. The mixture is stirred at room temperature for 18 hours and then concentrated in vacuo. The residue is treated with 200 ml. of 2N sodium hydroxide solution and then extracted twice with chloroform. The combined chloroform extracts are dried with anhydrous magnesium sulfate, filtered and concentrated in vacuo to obtain an oil of 1-isopr... The reactants are CI, CN(C)C=O, O=c1nc(-c2ccccc2Cl)c2ccsc2[nH]1, [H-], [Na+], O. Yields the product COc1nc(-c2ccccc2Cl)c2ccsc2n1. As a reaction SMILES: [CH3:20][I:21].[CH3:23][N:24]([CH3:25])[CH:26]=[O:27].[Cl:1][c:2]1[c:3](-[c:8]2[c:9]3[c:10]([nH:11][c:12](=[O:14])[n:13]2)[s:15][cH:16][cH:17]3)[cH:4][cH:5][cH:6][cH:7]1.[H-:18].[Na+:19].[OH2:22]>>[Cl:1][c:2]1[c:3](-[c:8]2[c:9]3[c:10]([n:11][c:12]([O:14][CH3:20])[n:13]2)[s:15][cH:16][cH:17]3)[cH:4][cH:5][cH:6][cH:7]1.